From a dataset of the Open Reaction Database (ORD), a public repository of structured organic reaction records. describe an organic reaction: reactants, conditions, products, and yield Solvent: ClCCCl (1,2-dichloroethane), C[Si](C)(C)N[Si](C)(C)C (HMDS). Conditions: time 2 hour. As a reaction SMILES: [CH3:1][C:2]1[NH:7][C:6](=[O:8])[CH:5]=[CH:4][N:3]=1.S([O-])([O-])(=O)=O.[NH4+].[NH4+].C(O[C@@H:20]1[O:42][C@H:41]([CH2:43][O:44][C:45](=[O:52])[C:46]2[CH:51]=[CH:50][CH:49]=[CH:48][CH:47]=2)[C@@H:31]([O:32][C:33](=[O:40])[C:34]2[CH:39]=[CH:38][CH:37]=[CH:36][CH:35]=2)[C@H:21]1[O:22][C:23](=[O:30])[C:24]1[CH:29]=[CH:28][CH:27]=[CH:26][CH:25]=1)(=O)C.FC(F)(F)S(O[Si](C)(C)C)(=O)=O.C([O-])(O)=O.[Na+]>C[Si](N[Si](C)(C)C)(C)C.ClCCCl>[CH3:1][C:2]1[N:3]([C@@H:20]2[O:42][C@H:41]([CH2:43][O:44][C:45](=[O:52])[C:46]3[CH:51]=[CH:50][CH:49]=[CH:48][CH:47]=3)[C@@H:31]([O:32][C:33](=[O:40])[C:34]3[CH:39]=[CH:38][CH:37]=[CH:36][CH:35]=3)[C@H:21]2[O:22][C:23](=[O:30])[C:24]2[CH:25]=[CH:26][CH:27]=[CH:28][CH:29]=2)[CH:4]=[CH:5][C:6](=[O:8])[N:7]=1 |f:1.2.3,6.7|. Procedure: 2-Methylpyrimidin-4-one (4.42 g, 40 mmol) and a few crystals of ammonium sulfate were refluxed in HMDS overnight. After cooling to room temperature the colorless solution was evaporated. A solution of 1-O-acetyl-2,3,5-tri-O-benzoyl-β-D-ribose (40 mmol, 20.18 g) in 1,2-dichloroethane (200 ml) was added to the residue. Trimethylsilyl trifluoromethanesulfonate (TMSOTfl, 9.78 g, 44 mmol) was added and the resulting clear solution was stirred at room temperature for 2 hrs. The reaction mixture was po... Yields the product CC=1N(C=CC(N1)=O)[C@H]1[C@H](OC(C2=CC=CC=C2)=O)[C@H](OC(C2=CC=CC=C2)=O)[C@H](O1)COC(C1=CC=CC=C1)=O (2-Methyl-1-(2′,3′,5 ′-tri-O-benzoyl-β-D-ribofuranosyl)-pyrimidin-4-one). Reactants: C(C)(=O)O[C@H]1[C@H](OC(C2=CC=CC=C2)=O)[C@H](OC(C2=CC=CC=C2)=O)[C@H](O1)COC(C1=CC=CC=C1)=O (1-O-acetyl-2,3,5-tri-O-benzoyl-β-D-ribose), FC(S(=O)(=O)O[Si](C)(C)C)(F)F (Trimethylsilyl trifluoromethanesulfonate), C(=O)(O)[O-].[Na+] (NaHCO3), CC1=NC=CC(N1)=O (2-Methylpyrimidin-4-one), S(=O)(=O)([O-])[O-].[NH4+].[NH4+] (ammonium sulfate). The reactants are COC(=O)c1ccc2c(c1)c(Cc1ccc([N+](=O)[O-])cc1)cn2C, CO. The product is COC(=O)c1ccc2c(c1)c(Cc1ccc(N)cc1)cn2C. As a reaction SMILES: [CH3:1][O:2][C:3](=[O:4])[c:5]1[cH:6][c:7]2[c:8]([CH2:15][c:16]3[cH:17][cH:18][c:19]([N+:22]([O-:23])=[O:24])[cH:20][cH:21]3)[cH:9][n:10]([CH3:14])[c:11]2[cH:12][cH:13]1.[CH3:25][OH:26]>>[CH3:1][O:2][C:3](=[O:4])[c:5]1[cH:6][c:7]2[c:8]([CH2:15][c:16]3[cH:17][cH:18][c:19]([NH2:22])[cH:20][cH:21]3)[cH:9][n:10]([CH3:14])[c:11]2[cH:12][cH:13]1. Starting materials: C1(=CC=CC=C1)C(C1=CC=CC=C1)OC(=O)C12C(=CC3C2(CC2C(CCC2C1(C3)C=O)C)COC31OC2C(O3)OC(C2OCC2=CC=CC=C2)C1O[Si](C)(C)C(C)(C)C)C(C)C (8a-[[[6-(benzyloxy)tetrahydro-7-t-butyldimethylsilyloxy-2,5-methanofuro[2,3-d]-1,3-dioxol-2-yl]oxy]methyl]-4-formyl-4,4a,5,6,7,7a,8,8a-octahydro-7-methyl-3-(1-methylethyl)-1,4-methano-s-indacene-3a(1H)-carboxylic acid diphenylmethyl ester). The reagents and catalysts are [C].[Pd] (palladium-carbon). Solvent: C(C)(=O)OCC (ethyl acetate). Run at time 1 hour. Product: C(C1=CC=CC=C1)OC1C2OC3OC(OC31)(C2O)OCC23CC1C(CCC1C1(C3(C(=CC2C1)C(C)C)C(=O)O)C=O)C (8a-[[[6-(benzyloxy)tetrahydro-7-hydroxy-2,5-methanofuro[2,3-d]-1,3-dioxol-2-yl]oxy]methyl]-4-formyl-4,4a,5,6,7,7a,8,8a-octahydro-7-methyl-3-(1-methylethyl)-1,4-methano-s-indacene-3a(1H)-carboxylic acid). Yield: 98.9%. Reaction SMILES: C1(C([O:14][C:15]([C:17]23[C:28]4([CH:30]=[O:31])[CH2:29][CH:20]([C:21]2([CH2:33][O:34][C:35]25[CH:51]([O:52][Si](C(C)(C)C)(C)C)[CH:41]6[CH:42]([O:43][CH2:44][C:45]7[CH:50]=[CH:49][CH:48]=[CH:47][CH:46]=7)[CH:37]([CH:38]([O:40]6)[O:39]2)[O:36]5)[CH2:22][CH:23]2[CH:27]4[CH2:26][CH2:25][CH:24]2[CH3:32])[CH:19]=[C:18]3[CH:60]([CH3:62])[CH3:61])=[O:16])C2C=CC=CC=2)C=CC=CC=1>C(OCC)(=O)C.[C].[Pd]>[CH2:44]([O:43][CH:42]1[CH:37]2[CH:38]3[O:39][C:35]([O:34][CH2:33][C:21]45[CH:20]6[CH2:29][C:28]([CH:30]=[O:31])([C:17]4([C:15]([OH:16])=[O:14])[C:18]([CH:60]([CH3:62])[CH3:61])=[CH:19]6)[CH:27]4[CH:23]([CH:24]([CH3:32])[CH2:25][CH2:26]4)[CH2:22]5)([CH:51]([OH:52])[CH:41]1[O:40]3)[O:36]2)[C:45]1[CH:46]=[CH:47][CH:48]=[CH:49][CH:50]=1 |f:2.3|. Procedure: 15 mg of compound (75) was dissolved in 1 ml of ethyl acetate and allowed to react in the presence of a catalytic amount of 10% palladium-carbon under stirring under a hydrogen atmosphere at room temperature for 1 hour. The reaction solution was filtered, and the filtrate was concentrated in vacuo. The reaction product was charged onto a silica gel column (Kieselgel 60, Merck, 1.0φ×30 cm) and eluted with chloroform-methanol (20:1). The fraction containing the desired product was concentrated to ... Reactants: Cc1cc(C)n(-c2nc(Nc3ccc([N+](=O)[O-])cc3)c3ncn(C)c3n2)n1, CO, ClCCl. Yields the product Cc1cc(C)n(-c2nc(Nc3ccc(N)cc3)c3ncn(C)c3n2)n1. Reaction SMILES: [CH3:1][c:2]1[n:3][n:4](-[c:8]2[n:9][c:10]([NH:18][c:19]3[cH:20][cH:21][c:22]([N+:25]([O-:26])=[O:27])[cH:23][cH:24]3)[c:11]3[n:12][cH:13][n:14]([CH3:17])[c:15]3[n:16]2)[c:5]([CH3:7])[cH:6]1.[CH3:28][OH:29].[Cl:30][CH2:31][Cl:32]>>[CH3:1][c:2]1[n:3][n:4](-[c:8]2[n:9][c:10]([NH:18][c:19]3[cH:20][cH:21][c:22]([NH2:25])[cH:23][cH:24]3)[c:11]3[n:12][cH:13][n:14]([CH3:17])[c:15]3[n:16]2)[c:5]([CH3:7])[cH:6]1.